Task: describe an organic reaction: reactants, conditions, products, and yield. Dataset: the Open Reaction Database (ORD), a public repository of structured organic reaction records The reactants are CO, CC#N, CC(C)=O, Cl, Cl, Cl, CCCCCCCCNC(=N)NC(=N)NCc1ccc(O)cc1. Yields the product CCCCCCCCNC1=NC(C)(C)N=C(NCc2ccc(O)cc2)N1, Cl. RXN SMILES: [CH3:1][OH:2].[CH3:33][C:34]#[N:35].[CH3:3][C:4]([CH3:5])=[O:6].[ClH:7].[ClH:8].[ClH:9].[OH:10][c:11]1[cH:12][cH:13][c:14]([CH2:15][NH:16][C:17](=[NH:18])[NH:19][C:20](=[NH:21])[NH:22][CH2:23][CH2:24][CH2:25][CH2:26][CH2:27][CH2:28][CH2:29][CH3:30])[cH:31][cH:32]1>>[CH3:3][C:4]1([CH3:5])[N:18]=[C:17]([NH:16][CH2:15][c:14]2[cH:13][cH:12][c:11]([OH:10])[cH:32][cH:31]2)[NH:19][C:20]([NH:22][CH2:23][CH2:24][CH2:25][CH2:26][CH2:27][CH2:28][CH2:29][CH3:30])=[N:21]1.[ClH:7].